Dataset: the Open Reaction Database (ORD), a public repository of structured organic reaction records. Task: describe an organic reaction: reactants, conditions, products, and yield Reactants: FC=1C=C(C=C(C1)C)N(C)C ((3-Fluoro-5-methyl-phenyl)-dimethyl-amine), CCOC(=O)C (EtOAc), C(C)(=O)[O-].[NH4+] (ammonium acetate), BrN1C(CCC1=O)=O (N-bromosuccinimide). Run in C(C)#N (acetonitrile), C(C)#N (acetonitrile). Run at time 1 hour. Product: BrC1=C(C=C(C=C1C)N(C)C)F ((4-Bromo-3-fluoro-5-methyl-phenyl)-dimethyl-amine). The yield is 92.7%. Reaction SMILES: [F:1][C:2]1[CH:3]=[C:4]([N:9]([CH3:11])[CH3:10])[CH:5]=[C:6]([CH3:8])[CH:7]=1.C([O-])(=O)C.[NH4+].[Br:17]N1C(=O)CCC1=O.CCOC(C)=O>C(#N)C>[Br:17][C:7]1[C:6]([CH3:8])=[CH:5][C:4]([N:9]([CH3:10])[CH3:11])=[CH:3][C:2]=1[F:1] |f:1.2|. Procedure: To a solution of (3-Fluoro-5-methyl-phenyl)-dimethyl-amine (2.82 g, 18.4 mmol) in acetonitrile (28 mL) were sequentially added ammonium acetate (0.142 g, 1.84 mmol) and a solution of N-bromosuccinimide (3.27 g, 18.4 mmol) in acetonitrile (23 mL) drop-wise at 0° C. After 1 h., at r.t., the solvent was switched to EtOAc, and the solution was washed with saturated NaHCO3 (aq), dried (MgSO4), filtered, and concentrated in vacuo to give an orange, oily residue. Purification of this oil by flash chrom... Yields the product CC(C)(C)OC(=O)N1CCC(Oc2ccc(CO)c(C(F)(F)F)c2)CC1. Reactants: B, CC(C)(C)OC(=O)N1CCC(Oc2ccc(C(=O)O)c(C(F)(F)F)c2)CC1, C1CCOC1, C1CCOC1, [Na+], O=C([O-])O. Reaction SMILES: [BH3:28].[C:1]([CH3:2])([CH3:3])([CH3:4])[O:5][C:6](=[O:7])[N:8]1[CH2:9][CH2:10][CH:11]([O:14][c:15]2[cH:16][c:17]([C:24]([F:25])([F:26])[F:27])[c:18]([C:19](=[O:20])[OH:21])[cH:22][cH:23]2)[CH2:12][CH2:13]1.[CH2:29]1[O:30][CH2:31][CH2:32][CH2:33]1.[CH2:34]1[O:35][CH2:36][CH2:37][CH2:38]1.[Na+:43].[O-:39][C:40]([OH:41])=[O:42]>>[C:1]([CH3:2])([CH3:3])([CH3:4])[O:5][C:6](=[O:7])[N:8]1[CH2:9][CH2:10][CH:11]([O:14][c:15]2[cH:16][c:17]([C:24]([F:25])([F:26])[F:27])[c:18]([CH2:19][OH:20])[cH:22][cH:23]2)[CH2:12][CH2:13]1. The product is O=C(CC(=O)N1CCN(C(=O)c2ccc(F)cc2)CC1)Nc1ccc(-c2ccccc2)cc1. Starting materials: CCN=C=NCCCN(C)C, CCN(C(C)C)C(C)C, Cl, Cl, CN(C)C=O, O, On1nnc2ccccc21, O=C(O)c1ccc(F)cc1, O=C(CC(=O)N1CCNCC1)Nc1ccc(-c2ccccc2)cc1. Reaction SMILES: [CH3:30][CH2:31][N:32]=[C:33]=[N:34][CH2:35][CH2:36][CH2:37][N:38]([CH3:39])[CH3:40].[CH:11]([N:12]([CH2:13][CH3:14])[CH:15]([CH3:16])[CH3:17])([CH3:18])[CH3:19].[ClH:41].[ClH:42].[O:67]=[CH:68][N:69]([CH3:70])[CH3:71].[OH2:72].[OH:1][n:2]1[c:3]2[c:4]([cH:5][cH:6][cH:7][cH:8]2)[n:9][n:10]1.[OH:20][C:21](=[O:22])[c:23]1[cH:24][cH:25][c:26]([F:27])[cH:28][cH:29]1.[c:43]1(-[c:61]2[cH:62][cH:63][cH:64][cH:65][cH:66]2)[cH:44][cH:45][c:46]([NH:49][C:50]([CH2:51][C:52]([N:53]2[CH2:54][CH2:55][NH:56][CH2:57][CH2:58]2)=[O:59])=[O:60])[cH:47][cH:48]1>>[C:21](=[O:22])([c:23]1[cH:24][cH:25][c:26]([F:27])[cH:28][cH:29]1)[N:56]1[CH2:55][CH2:54][N:53]([C:52]([CH2:51][C:50]([NH:49][c:46]2[cH:45][cH:44][c:43](-[c:61]3[cH:62][cH:63][cH:64][cH:65][cH:66]3)[cH:48][cH:47]2)=[O:60])=[O:59])[CH2:58][CH2:57]1. Reactants: O (water), C1(=CC=CC=C1)C1=NCC(NC2=C1C=C(C=C2)[N+](=O)[O-])=S (1,3-dihydro-5-phenyl-7-nitro-2H-1,4-benzodiazepin-2-thione), CN(C)CCCl (N,N-dimethyl-2-chloroethylamine), [H-].[Na+] (sodium hydride). Solvent: CN(C=O)C (dimethylformamide). Conditions: time 15 minute. The product is CN(CCSC1=NC2=C(C(=NC1)C1=CC=CC=C1)C=C(C=C2)[N+](=O)[O-])C (2-(2-dimethylaminoethylthio)-5-phenyl-7-nitro-3H-1,4-benzodiazepine). RXN SMILES: [C:1]1([C:7]2[C:13]3[CH:14]=[C:15]([N+:18]([O-:20])=[O:19])[CH:16]=[CH:17][C:12]=3[NH:11][C:10](=[S:21])[CH2:9][N:8]=2)[CH:6]=[CH:5][CH:4]=[CH:3][CH:2]=1.[H-].[Na+].[CH3:24][N:25]([CH2:27][CH2:28]Cl)[CH3:26].O>CN(C)C=O>[CH3:24][N:25]([CH3:26])[CH2:27][CH2:28][S:21][C:10]1[CH2:9][N:8]=[C:7]([C:1]2[CH:2]=[CH:3][CH:4]=[CH:5][CH:6]=2)[C:13]2[CH:14]=[C:15]([N+:18]([O-:20])=[O:19])[CH:16]=[CH:17][C:12]=2[N:11]=1 |f:1.2|. Procedure: To a solution of 11.4 g of 1,3-dihydro-5-phenyl-7-nitro-2H-1,4-benzodiazepin-2-thione in 140 ml of anhydrous dimethylformamide is added under ice cooling with stirring 3.6 g of sodium hydride (50% oily suspension), and the resulting mixture is stirred at room temperature for 15 minutes. To this mixture is added dropwise at room temperature with stirring 13.2 g of N,N-dimethyl-2-chloroethylamine over a period of about 1 hour, followed by stirring for 1 hour. The reaction mixture is poured into ic... The reactants are CC(C)(C)NS(=O)(=O)c1ccc2c(C3CCCCC3)c(Br)[nH]c2c1, O=C([O-])O, Cc1ccc(B2OC(C)(C)C(C)(C)O2)c(N)c1, COCCOC, [Na+], O, c1ccc(P(c2ccccc2)(c2ccccc2)[Pd](P(c2ccccc2)(c2ccccc2)c2ccccc2)(P(c2ccccc2)(c2ccccc2)c2ccccc2)P(c2ccccc2)(c2ccccc2)c2ccccc2)cc1. The product is Cc1ccc(-c2[nH]c3cc(S(=O)(=O)NC(C)(C)C)ccc3c2C2CCCCC2)c(N)c1. Reaction SMILES: [C:1]([CH3:2])([CH3:3])([CH3:4])[NH:5][S:6](=[O:7])(=[O:8])[c:9]1[cH:10][cH:11][c:12]2[c:13]([CH:19]3[CH2:20][CH2:21][CH2:22][CH2:23][CH2:24]3)[c:14]([Br:18])[nH:15][c:16]2[cH:17]1.[C:42](=[O:43])([O-:44])[OH:45].[CH3:25][C:26]1([CH3:27])[C:28]([CH3:29])([CH3:30])[O:31][B:32]([c:33]2[c:34]([NH2:40])[cH:35][c:36]([CH3:39])[cH:37][cH:38]2)[O:41]1.[CH3:47][O:48][CH2:49][CH2:50][O:51][CH3:52].[Na+:46].[OH2:53].[cH:54]1[cH:55][cH:56][c:57]([P:58]([Pd:59]([P:60]([c:61]2[cH:62][cH:63][cH:64][cH:65][cH:66]2)([c:67]2[cH:68][cH:69][cH:70][cH:71][cH:72]2)[c:73]2[cH:74][cH:75][cH:76][cH:77][cH:78]2)([P:79]([c:80]2[cH:81][cH:82][cH:83][cH:84][cH:85]2)([c:86]2[cH:87][cH:88][cH:89][cH:90][cH:91]2)[c:92]2[cH:93][cH:94][cH:95][cH:96][cH:97]2)[P:98]([c:99]2[cH:100][cH:101][cH:102][cH:103][cH:104]2)([c:105]2[cH:106][cH:107][cH:108][cH:109][cH:110]2)[c:111]2[cH:112][cH:113][cH:114][cH:115][cH:116]2)([c:117]2[cH:118][cH:119][cH:120][cH:121][cH:122]2)[c:123]2[cH:124][cH:125][cH:126][cH:127][cH:128]2)[cH:129][cH:130]1>>[C:1]([CH3:2])([CH3:3])([CH3:4])[NH:5][S:6](=[O:7])(=[O:8])[c:9]1[cH:10][cH:11][c:12]2[c:13]([CH:19]3[CH2:20][CH2:21][CH2:22][CH2:23][CH2:24]3)[c:14](-[c:33]3[c:34]([NH2:40])[cH:35][c:36]([CH3:39])[cH:37][cH:38]3)[nH:15][c:16]2[cH:17]1. Reactants: C(C1=CC=CC=C1)OC1=C(C=CC=C1C(C)(C)C)C1=CC(=CC=C1)C(=C)C1=C(C=CC=C1)OC (2-(Benzyloxy)-3-tert-butyl-3′-(1-(2-methoxyphenyl)vinyl)biphenyl). Reagents/catalysts: [Pd] (palladium on activated carbon). Solvent: CO (methanol), C(C)(=O)OCC (ethyl acetate). Reaction conditions: time 4 hour. Yields the product C(C)(C)(C)C1=C(C(=CC=C1)C1=CC(=CC=C1)C(C)C1=C(C=CC=C1)OC)O (3-tert-Butyl-3′-(1-(2-methoxyphenyl)ethyl)biphenyl-2-ol). Isolated yield 96.0%. Reaction SMILES: C([O:8][C:9]1[C:14]([C:15]([CH3:18])([CH3:17])[CH3:16])=[CH:13][CH:12]=[CH:11][C:10]=1[C:19]1[CH:24]=[CH:23][CH:22]=[C:21]([C:25]([C:27]2[CH:32]=[CH:31][CH:30]=[CH:29][C:28]=2[O:33][CH3:34])=[CH2:26])[CH:20]=1)C1C=CC=CC=1>CO.C(OCC)(=O)C.[Pd]>[C:15]([C:14]1[CH:13]=[CH:12][CH:11]=[C:10]([C:19]2[CH:24]=[CH:23][CH:22]=[C:21]([CH:25]([C:27]3[CH:32]=[CH:31][CH:30]=[CH:29][C:28]=3[O:33][CH3:34])[CH3:26])[CH:20]=2)[C:9]=1[OH:8])([CH3:16])([CH3:17])[CH3:18]. Procedure: A solution of 38 (0.7 g, 1.56 mmol) in methanol (40 mL) and ethyl acetate (60 mL) was treated with 20% palladium on activated carbon (50% wet, 0.100 g) and was hydrogenated at 40 psi in a Parr shaker for 4 hr. The catalyst was filtered out and washed with ethyl acetate. The filtrate was stripped and the crude product was purified by chromatography on silica (40 g) hexane (3 L) to afford pure E2 (0.54 g, 96%).